Dataset: the Open Reaction Database (ORD), a public repository of structured organic reaction records. Task: describe an organic reaction: reactants, conditions, products, and yield Reactants: F[B-](F)(F)F, [C-]#N, N#[N+]c1ccc(Cl)cc1, N#C[Na], O. Yields the product N#Cc1ccc(Cl)cc1. RXN SMILES: [B-:6]([F:7])([F:8])([F:9])[F:10].[C-:4]#[N:5].[Cl:11][c:12]1[cH:13][cH:14][c:15]([N+:18]#[N:19])[cH:16][cH:17]1.[Na:1][C:2]#[N:3].[OH2:20]>>[C:2](#[N:3])[c:15]1[cH:14][cH:13][c:12]([Cl:11])[cH:17][cH:16]1.